The task is: describe an organic reaction: reactants, conditions, products, and yield. This data is from the Open Reaction Database (ORD), a public repository of structured organic reaction records. Reactants: COC1N=C(N=C(C1=S(=O)=O)OC)C (4,6-dimethoxy-2-methyl-sulfonylpyrimidine), C(C)(C)(C)C1=CC=C(C=C1)S(=O)(=O)NC1=NC(=NC(=C1OC1=C(C=CC=C1)OC)OCC#CCO)C1=CC=NC=C1 (4-tert.-butyl-N-[6-(4-hydroxy-2-butynyloxy)-5-(o-methoxyphenoxy)-2-(4-pyridyl)-4-pyrimidinyl]-benzene sulfonamide), COC1N=C(N=C(C1=S(=O)=O)OC)C (4,6-dimethoxy-2-methyl-sulfonylpyrimidine), C([O-])([O-])=O.[K+].[K+] (potassium carbonate). Solvent: CN(C)C=O (DMF). Run at temperature 90 celsius, time 16 hour. Yields the product C(C)(C)(C)C1=CC=C(C=C1)S(=O)(=O)NC1=NC(=NC(=C1OC1=C(C=CC=C1)OC)OCC#CCOC1=NC(=CC(=N1)OC)OC)C1=CC=NC=C1 (4-tert.-butyl-N-[6-(4-(4,6-dimethoxy-2-pyrimidinyloxy)-2-butynyloxy)-5-(o-methoxyphenoxy)-2-(4-pyridyl)-4-pyrimidinyl]-benzene sulfonamide). The yield is 20.1%. RXN SMILES: [C:1]([C:5]1[CH:10]=[CH:9][C:8]([S:11]([NH:14][C:15]2[C:20]([O:21][C:22]3[CH:27]=[CH:26][CH:25]=[CH:24][C:23]=3[O:28][CH3:29])=[C:19]([O:30][CH2:31][C:32]#[C:33][CH2:34][OH:35])[N:18]=[C:17]([C:36]3[CH:41]=[CH:40][N:39]=[CH:38][CH:37]=3)[N:16]=2)(=[O:13])=[O:12])=[CH:7][CH:6]=1)([CH3:4])([CH3:3])[CH3:2].[CH3:42][O:43][CH:44]1[C:49](=S(=O)=O)[C:48]([O:53][CH3:54])=[N:47][C:46](C)=[N:45]1.C(=O)([O-])[O-].[K+].[K+]>CN(C=O)C>[C:1]([C:5]1[CH:6]=[CH:7][C:8]([S:11]([NH:14][C:15]2[C:20]([O:21][C:22]3[CH:27]=[CH:26][CH:25]=[CH:24][C:23]=3[O:28][CH3:29])=[C:19]([O:30][CH2:31][C:32]#[C:33][CH2:34][O:35][C:46]3[N:47]=[C:48]([O:53][CH3:54])[CH:49]=[C:44]([O:43][CH3:42])[N:45]=3)[N:18]=[C:17]([C:36]3[CH:37]=[CH:38][N:39]=[CH:40][CH:41]=3)[N:16]=2)(=[O:12])=[O:13])=[CH:9][CH:10]=1)([CH3:4])([CH3:2])[CH3:3] |f:2.3.4|. Procedure details: A suspension of 400 mg of 4-tert.-butyl-N-[6-(4-hydroxy-2-butynyloxy)-5-(o-methoxyphenoxy)-2-(4-pyridyl)-4-pyrimidinyl]-benzene sulfonamide (Example 2c), 116 mg of 4,6-dimethoxy-2-methyl-sulfonylpyrimidine and 147 mg of potassium carbonate in 15 ml of DMF was stirred at 90° C. for 16 h. Further 42 mg of 4,6-dimethoxy-2-methyl-sulfonylpyrimidine was added and stirring was continued at 90° C. for 24 h. Eventually, the solvent was removed in vacuo, and the resulting residue partitioned between 50 m...